The task is: describe an organic reaction: reactants, conditions, products, and yield. This data is from the Open Reaction Database (ORD), a public repository of structured organic reaction records. The reactants are C(C)N(C\C=C/C1=C(C=CC(=C1)F)S(=O)(=O)NC1=CC=C2C3C(COC2=C1C(=O)OC)C3)CC (Methyl (1aRS,7bSR)-5-[2-((Z)-3-diethylaminoprop-1-enyl)-4-fluorobenzenesulfonylamino]-1,1a,2,7b-tetrahydrocyclopropa[c]chromene-4-carboxylate), C(C)N(C\C=C/[Sn](CCCC)(CCCC)CCCC)CC (N,N-diethyl-N—((Z)-1-tributylstannanylprop-1-en-3-yl)amine), C(C)N(C\C=C/[Sn](CCCC)(CCCC)CCCC)CC (N,N-diethyl-N—((Z)-1-tributylstannanylprop-1-en-3-yl)amine), BrC1=C(C=CC(=C1)F)S(=O)(=O)NC1=CC=C2C3(C(COC2=C1C(=O)OC)C3)C (methyl (1aRS,7bSR)-5-(2-bromo-4-fluorobenzenesulfonylamino)-7b-methyl-1,1a,2,7b-tetrahydrocyclopropa[c]chromene-4-carboxylate), BrC1=C(C=CC(=C1)F)S(=O)(=O)NC1=CC=C2C3(C(COC2=C1C(=O)OC)C3)C (methyl (1aRS,7bSR)-5-(2-bromo-4-fluorobenzenesulfonylamino)-7b-methyl-1,1a,2,7b-tetrahydrocyclopropa[c]chromene-4-carboxylate). Product: C(C)N(C\C=C/C1=C(C=CC(=C1)F)S(=O)(=O)NC1=CC=C2C3(C(COC2=C1C(=O)OC)C3)C)CC (Methyl (1aRS,7bSR)-5-[2-((Z)-3-diethylaminoprop-1-enyl)-4-fluorobenzenesulfonylamino]-7b-methyl-1,1a,2,7b-tetrahydrocyclopropa[c]chromene-4-carboxylate). RXN SMILES: [CH2:1]([N:3]([CH2:33][CH3:34])[CH2:4]/[CH:5]=[CH:6]\[C:7]1[CH:12]=[C:11]([F:13])[CH:10]=[CH:9][C:8]=1[S:14]([NH:17][C:18]1[C:27]([C:28]([O:30][CH3:31])=[O:29])=[C:26]2[C:21]([CH:22]3[CH2:32][CH:23]3[CH2:24][O:25]2)=[CH:20][CH:19]=1)(=[O:16])=[O:15])[CH3:2].Br[C:36]1C=C(F)C=CC=1S(NC1C(C(OC)=O)=C2C(C3(C)CC3CO2)=CC=1)(=O)=O.C(N(CC)C/C=C\[Sn](CCCC)(CCCC)CCCC)C>>[CH2:33]([N:3]([CH2:1][CH3:2])[CH2:4]/[CH:5]=[CH:6]\[C:7]1[CH:12]=[C:11]([F:13])[CH:10]=[CH:9][C:8]=1[S:14]([NH:17][C:18]1[C:27]([C:28]([O:30][CH3:31])=[O:29])=[C:26]2[C:21]([C:22]3([CH3:36])[CH2:32][CH:23]3[CH2:24][O:25]2)=[CH:20][CH:19]=1)(=[O:15])=[O:16])[CH3:34]. Reported procedure: Prepared by proceeding in a similar manner to Intermediate 40, starting from methyl (1aRS,7bSR)-5-(2-bromo-4-fluorobenzenesulfonylamino)-7b-methyl-1,1a,2,7b-tetrahydrocyclopropa[c]chromene-4-carboxylate (Intermediate 49) and N,N-diethyl-N—((Z)-1-tributylstannanylprop-1-en-3-yl)amine (Intermediate 11). Starting materials: O=C(O)c1cccc2cc(Oc3cc(Cl)ncn3)ccc12, [N-]=[N+]=[N-], [Na+], CN(C)C=O. Product: [N-]=[N+]=Nc1cc(Oc2ccc3c(C(=O)O)cccc3c2)ncn1. Reaction SMILES: [Cl:1][c:2]1[cH:3][c:4]([O:8][c:9]2[cH:10][c:11]3[cH:12][cH:13][cH:14][c:15]([C:19](=[O:20])[OH:21])[c:16]3[cH:17][cH:18]2)[n:5][cH:6][n:7]1.[N-:22]=[N+:23]=[N-:24].[Na+:25].[O:26]=[CH:27][N:28]([CH3:29])[CH3:30]>>[c:2]1([N:22]=[N+:23]=[N-:24])[cH:3][c:4]([O:8][c:9]2[cH:10][c:11]3[cH:12][cH:13][cH:14][c:15]([C:19](=[O:20])[OH:21])[c:16]3[cH:17][cH:18]2)[n:5][cH:6][n:7]1. Reactants: OCC1=CC(=C(OCCN2CCC3(CN(CCO3)C(=O)C=3N=C(SC3)C)CC2)C=C1C)C ((9-(2-(4-(Hydroxymethyl)-2,5-dimethylphenoxy)ethyl)-1-oxa-4,9-diazaspiro[5.5]undecan-4-yl)(2-methylthiazol-4-yl)methanone). The reagents and catalysts are [O-2].[O-2].[Mn+4] (Manganese dioxide). Run in C(Cl)Cl (DCM). The product is CC1=C(C=O)C=C(C(=C1)OCCN1CCC2(CN(CCO2)C(=O)C=2N=C(SC2)C)CC1)C (2,5-Dimethyl-4-(2-(4-(2-methylthiazole-4-carbonyl)-1-oxa-4,9-diazaspiro[5.5]undecan-9-yl)ethoxy)benzaldehyde). As a reaction SMILES: [OH:1][CH2:2][C:3]1[C:30]([CH3:31])=[CH:29][C:6]([O:7][CH2:8][CH2:9][N:10]2[CH2:28][CH2:27][C:13]3([O:18][CH2:17][CH2:16][N:15]([C:19]([C:21]4[N:22]=[C:23]([CH3:26])[S:24][CH:25]=4)=[O:20])[CH2:14]3)[CH2:12][CH2:11]2)=[C:5]([CH3:32])[CH:4]=1>C(Cl)Cl.[O-2].[O-2].[Mn+4]>[CH3:31][C:30]1[CH:29]=[C:6]([O:7][CH2:8][CH2:9][N:10]2[CH2:11][CH2:12][C:13]3([O:18][CH2:17][CH2:16][N:15]([C:19]([C:21]4[N:22]=[C:23]([CH3:26])[S:24][CH:25]=4)=[O:20])[CH2:14]3)[CH2:27][CH2:28]2)[C:5]([CH3:32])=[CH:4][C:3]=1[CH:2]=[O:1] |f:2.3.4|. Procedure: Manganese dioxide (0.32 g) was added to a solution of (9-(2-(4-(hydroxymethyl)-2,5-dimethylphenoxy)ethyl)-1-oxa-4,9-diazaspiro[5.5]undecan-4-yl)(2-methylthiazol-4-yl)methanone (example 18, step e) (0.17 g) in DCM (10 mL). The resulting mixture was heated at reflux for 4 h. The reaction was filtered through Celite and the filter pad washed with DCM (2×50 mL). The mother liquors and the washings were combined and evaporated to give the subtitled compound as a yellow gum. Yield 0.17 g. Starting materials: CI (methyliodide), FC1=C(C(=CC=C1)CO)O (2-fluoro-6-hydroxymethyl-phenol). Yields the product FC=1C(=C(C=CC1)CO)OC ((3-fluoro-2-methoxy-phenyl)-methanol). Reaction SMILES: [CH3:1]I.[F:3][C:4]1[CH:9]=[CH:8][CH:7]=[C:6]([CH2:10][OH:11])[C:5]=1[OH:12]>>[F:3][C:4]1[C:5]([O:12][CH3:1])=[C:6]([CH2:10][OH:11])[CH:7]=[CH:8][CH:9]=1. Reported procedure: In an analogous manner to that described in (α) 2-fluoro-6-hydroxymethyl-phenol was alkylated with methyliodide to yield (3-fluoro-2-methoxy-phenyl)-methanol as a white solid; MS: 142 (M)+. The reactants are C(CCCCCCCCCCC)N1C(=NC=C1)C (1-n-dodecyl-2-methylimidazole), C(CCCCCCC)Br (n-octyl bromide). Run in C(CC)O (n-propanol). Reaction conditions: temperature 100 celsius. The product is [Br-].C(CCCCCCCCCCC)N1C(N(C=C1)CCCCCCCC)C (1-n-dodecyl-2-methyl-3-n-octyl-imidazole bromide). RXN SMILES: [CH2:1]([N:13]1[CH:17]=[CH:16][N:15]=[C:14]1[CH3:18])[CH2:2][CH2:3][CH2:4][CH2:5][CH2:6][CH2:7][CH2:8][CH2:9][CH2:10][CH2:11][CH3:12].[CH2:19]([Br:27])[CH2:20][CH2:21][CH2:22][CH2:23][CH2:24][CH2:25][CH3:26]>C(O)CC>[Br-:27].[CH2:1]([N:13]1[CH:17]=[CH:16][N:15]([CH2:19][CH2:20][CH2:21][CH2:22][CH2:23][CH2:24][CH2:25][CH3:26])[CH:14]1[CH3:18])[CH2:2][CH2:3][CH2:4][CH2:5][CH2:6][CH2:7][CH2:8][CH2:9][CH2:10][CH2:11][CH3:12] |f:3.4|. Procedure details: 1 mole of 1-n-dodecyl-2-methylimidazole is dissolved in 500 ml of n-propanol and reacted with 1.1 moles of n-octyl bromide. The reaction mixture is heated at 100° C for 5 hours. Upon removing the solvent, the remaining residue is washed with ether, suctioned off, and dried. Reactants: Cc1ccccc1, CCO, CCOC(=O)c1c(OS(=O)(=O)C(F)(F)F)c2ccc(Cl)cc2c(=O)n1C, [Na+], [Na+], O=C([O-])[O-], O, OB(O)c1ccccc1, c1ccc(P(c2ccccc2)(c2ccccc2)[Pd](P(c2ccccc2)(c2ccccc2)c2ccccc2)(P(c2ccccc2)(c2ccccc2)c2ccccc2)P(c2ccccc2)(c2ccccc2)c2ccccc2)cc1. Product: CCOC(=O)c1c(-c2ccccc2)c2ccc(Cl)cc2c(=O)n1C. RXN SMILES: [CH3:42][c:43]1[cH:44][cH:45][cH:46][cH:47][cH:48]1.[CH3:49][CH2:50][OH:51].[Cl:1][c:2]1[cH:3][cH:4][c:5]2[c:6]([O:19][S:20]([C:21]([F:22])([F:23])[F:24])(=[O:25])=[O:26])[c:7]([C:14](=[O:15])[O:16][CH2:17][CH3:18])[n:8]([CH3:13])[c:9](=[O:12])[c:10]2[cH:11]1.[Na+:36].[Na+:37].[O-:38][C:39](=[O:40])[O-:41].[OH2:52].[OH:27][B:28]([OH:29])[c:30]1[cH:31][cH:32][cH:33][cH:34][cH:35]1.[cH:53]1[cH:54][cH:55][c:56]([P:57]([Pd:58]([P:59]([c:60]2[cH:61][cH:62][cH:63][cH:64][cH:65]2)([c:66]2[cH:67][cH:68][cH:69][cH:70][cH:71]2)[c:72]2[cH:73][cH:74][cH:75][cH:76][cH:77]2)([P:78]([c:79]2[cH:80][cH:81][cH:82][cH:83][cH:84]2)([c:85]2[cH:86][cH:87][cH:88][cH:89][cH:90]2)[c:91]2[cH:92][cH:93][cH:94][cH:95][cH:96]2)[P:97]([c:98]2[cH:99][cH:100][cH:101][cH:102][cH:103]2)([c:104]2[cH:105][cH:106][cH:107][cH:108][cH:109]2)[c:110]2[cH:111][cH:112][cH:113][cH:114][cH:115]2)([c:116]2[cH:117][cH:118][cH:119][cH:120][cH:121]2)[c:122]2[cH:123][cH:124][cH:125][cH:126][cH:127]2)[cH:128][cH:129]1>>[Cl:1][c:2]1[cH:3][cH:4][c:5]2[c:6](-[c:30]3[cH:31][cH:32][cH:33][cH:34][cH:35]3)[c:7]([C:14](=[O:15])[O:16][CH2:17][CH3:18])[n:8]([CH3:13])[c:9](=[O:12])[c:10]2[cH:11]1. Reactants: F[B-](F)(F)F, C=C(C=CCCCCC)OC(C)=O, C1=CCCCCC([Rh+]C2=CC=CCCCC2)=C1, C1CCOC1. Yields the product CCCCCC=CC(C)OC(C)=O. Reaction SMILES: [B-:19]([F:20])([F:21])([F:22])[F:23].[C:1]([CH3:2])(=[O:3])[O:4][C:5](=[CH2:6])[CH:7]=[CH:8][CH2:9][CH2:10][CH2:11][CH2:12][CH3:13].[C:24]1([Rh+:25][C:26]2=[CH:33][CH:32]=[CH:31][CH2:30][CH2:29][CH2:28][CH2:27]2)=[CH:40][CH:39]=[CH:38][CH2:37][CH2:36][CH2:35][CH2:34]1.[CH2:14]1[O:15][CH2:16][CH2:17][CH2:18]1>>[C:1]([CH3:2])(=[O:3])[O:4][CH:5]([CH3:6])[CH:7]=[CH:8][CH2:9][CH2:10][CH2:11][CH2:12][CH3:13]. Reactants: COC1=C(C=CC(=C1)C=O)O (vaniline), BrCCCCC1=CC=CC=C1 (4-bromobutylbenzene), C([O-])([O-])=O.[K+].[K+] (potassium carbonate), CC(CC)=O (2-butanone). Run in O (water). Product: C1(=CC=CC=C1)CCCCOC1=C(C=C(C=O)C=C1)OC (4-(4-phenylbutoxy)-3-methoxybenzaldehyde). Yield: 37.5%. RXN SMILES: [CH3:1][O:2][C:3]1[CH:8]=[C:7]([CH:9]=[O:10])[CH:6]=[CH:5][C:4]=1[OH:11].Br[CH2:13][CH2:14][CH2:15][CH2:16][C:17]1[CH:22]=[CH:21][CH:20]=[CH:19][CH:18]=1.C(=O)([O-])[O-].[K+].[K+].CC(=O)CC>O>[C:17]1([CH2:16][CH2:15][CH2:14][CH2:13][O:11][C:4]2[CH:5]=[CH:6][C:7]([CH:9]=[O:10])=[CH:8][C:3]=2[O:2][CH3:1])[CH:22]=[CH:21][CH:20]=[CH:19][CH:18]=1 |f:2.3.4|. Procedure: A mixture of 860 mg of vaniline, 1.00 g of 4-bromobutylbenzene, 1.00 g of potassium carbonate and 8 ml of 2-butanone was heated under reflux for 3 hours. The reaction mixture was poured into water and the product was extracted with ether. The ethereal layer was washed with water, dried and concentrated. The obtained residue was applied to silica gel column chromatography and eluted with toluene to obtain 500 mg of 4-(4-phenylbutoxy)-3-methoxybenzaldehyde.